Dataset: the Open Reaction Database (ORD), a public repository of structured organic reaction records. Task: describe an organic reaction: reactants, conditions, products, and yield Starting materials: C1CCOC1, C[Si](C)(C)[N-][Si](C)(C)C, Nc1ccc(C#CCOC2CCCCO2)cc1F, O=C(O)c1ccc(F)c(F)c1F, [Li+]. Product: O=C(O)c1ccc(F)c(F)c1Nc1ccc(C#CCOC2CCCCO2)cc1F. As a reaction SMILES: [CH2:41]1[O:42][CH2:43][CH2:44][CH2:45]1.[CH3:32][Si:33]([N-:34][Si:35]([CH3:36])([CH3:37])[CH3:38])([CH3:39])[CH3:40].[F:13][c:14]1[c:15]([NH2:16])[cH:17][cH:18][c:19]([C:21]#[C:22][CH2:23][O:24][CH:25]2[O:26][CH2:27][CH2:28][CH2:29][CH2:30]2)[cH:20]1.[F:1][c:2]1[c:3]([C:4](=[O:5])[OH:6])[cH:7][cH:8][c:9]([F:12])[c:10]1[F:11].[Li+:31]>>[c:2]1([NH:16][c:15]2[c:14]([F:13])[cH:20][c:19]([C:21]#[C:22][CH2:23][O:24][CH:25]3[O:26][CH2:27][CH2:28][CH2:29][CH2:30]3)[cH:18][cH:17]2)[c:3]([C:4](=[O:5])[OH:6])[cH:7][cH:8][c:9]([F:12])[c:10]1[F:11]. Reactants: C1ON2C(=NC=C(C2(N)OC1)F)NC=1C=CC2=C(C=C(O2)CO)C1 (N4-(3,4-ethylenedioxy)-5-fluoro-N2-[2-(hydroxymethyl)benzofuran-5-yl]-2,4-pyrimidinediamine), 5-fluoro-N4-(3-hydroxyphenyl)-N-2-[2-(methoxycarbonyl)benzofuran-5-yl]-2,4-pyrimidinediamine, CC(C)C[AlH]CC(C)C (DIBALH). The product is FC=1C(=NC(=NC1)NC=1C=CC2=C(C=C(O2)CO)C1)NC1=CC(=CC=C1)O (5-fluoro-N2-[2-(hydroxymethyl)benzofuran-5-yl]-N4-(3-hydroxyphenyl)-2,4-pyrimidinediamine). Reaction SMILES: C1CO[C:8]2([NH2:9])[N:3]([C:4]([NH:13][C:14]3[CH:15]=[CH:16][C:17]4[O:21][C:20]([CH2:22][OH:23])=[CH:19][C:18]=4[CH:24]=3)=[N:5][CH:6]=[C:7]2[F:12])O1.CC(C[AlH]C[CH:31]([CH3:33])[CH3:32])C>>[F:12][C:7]1[C:8]([NH:9][C:32]2[CH:31]=[CH:33][CH:22]=[C:20]([OH:21])[CH:19]=2)=[N:3][C:4]([NH:13][C:14]2[CH:15]=[CH:16][C:17]3[O:21][C:20]([CH2:22][OH:23])=[CH:19][C:18]=3[CH:24]=2)=[N:5][CH:6]=1. Reported procedure: In a manner similar to the preparation of N4-(3,4-ethylenedioxy)-5-fluoro-N2-[2-(hydroxymethyl)benzofuran-5-yl]-2,4-pyrimidinediamine, 5-fluoro-N4-(3-hydroxyphenyl)-N-2-[2-(methoxycarbonyl)benzofuran-5-yl]-2,4-pyrimidinediamine was reduced with DIBALH to yield 5-fluoro-N2-[2-(hydroxymethyl)benzofuran-5-yl]-N4-(3-hydroxyphenyl)-2,4-pyrimidinediamine. 1H NMR (DMSO-d6): δ 9.37 (s, 1H), 9.17 (s, 1H), 9.12 (s, 1H), 8.06 (d, 1H, J=3.9 Hz), 8.01 (d, 1H, J=1.8 Hz), 7.41-7.35 (m, 2H), 7.26 (d, 1H, J=8.1 ... Reaction SMILES: [CH2:1]([CH2:2][CH2:3][CH2:4][CH3:5])[c:6]1[c:7]([C:11](=[O:12])[O:13][CH3:14])[n:8][cH:9][o:10]1.[CH3:17][OH:18].[K+:16].[OH-:15].[OH2:19]>>[CH2:1]([CH2:2][CH2:3][CH2:4][CH3:5])[c:6]1[c:7]([C:11](=[O:12])[OH:13])[n:8][cH:9][o:10]1. Reactants: CCCCCc1ocnc1C(=O)OC, CO, [K+], [OH-], O. Product: CCCCCc1ocnc1C(=O)O. Reactants: FC(C(=O)O)(F)F.CNCC=1C=C(C=CC1)C1=CC=C(C=C1)CC1C(NC(S1)=O)=O (5-(3′-methylaminomethyl-biphenyl-4-ylmethyl)thiazolidine-2,4-dione trifluoro-acetate), S1C(=CC=C1)C(=O)Cl (2-thiophenecarboxylic acid chloride). Yields the product O=C1SC(C(N1)=O)CC1=CC=C(C=C1)C1=CC(=CC=C1)CN(C(=O)C=1SC=CC1)C (N-[4′-(2,4-dioxothiazolidin-5-ylmethyl)biphenyl-3-ylmethyl]-N-methylthiophene-2-carboxamide). RXN SMILES: FC(F)(F)C(O)=O.[CH3:8][NH:9][CH2:10][C:11]1[CH:12]=[C:13]([C:17]2[CH:22]=[CH:21][C:20]([CH2:23][CH:24]3[S:28][C:27](=[O:29])[NH:26][C:25]3=[O:30])=[CH:19][CH:18]=2)[CH:14]=[CH:15][CH:16]=1.[S:31]1[CH:35]=[CH:34][CH:33]=[C:32]1[C:36](Cl)=[O:37]>>[O:29]=[C:27]1[NH:26][C:25](=[O:30])[CH:24]([CH2:23][C:20]2[CH:19]=[CH:18][C:17]([C:13]3[CH:14]=[CH:15][CH:16]=[C:11]([CH2:10][N:9]([CH3:8])[C:36]([C:32]4[S:31][CH:35]=[CH:34][CH:33]=4)=[O:37])[CH:12]=3)=[CH:22][CH:21]=2)[S:28]1 |f:0.1|. Procedure details: In a manner similar to that of Example 37(e), by reacting 1 g (2.2 mmol) of 5-(3′-methylaminomethyl-biphenyl-4-ylmethyl)thiazolidine-2,4-dione trifluoro-acetate with 200 μl (2.5 mmol) of 2-thiophenecarboxylic acid chloride, and after purification, 500 mg (50%) of N-[4′-(2,4-dioxothiazolidin-5-ylmethyl)biphenyl-3-ylmethyl]-N-methylthiophene-2-carboxamide are obtained in the form of a white solid with a melting point of 160° C.